This data is from the Open Reaction Database (ORD), a public repository of structured organic reaction records. The task is: describe an organic reaction: reactants, conditions, products, and yield Reactants: COC(=O)CCCCCCCCO (8-Methoxycarbonyl-1-octanol), mercuric cyanide, C(C)(=O)O[C@H]1[C@H](O[C@@H]([C@@H]([C@@H]1OC(C)=O)OC(C)=O)COC(C)=O)Br (2,3,4,6-tetra-O-acetyl-α-D-galactosyl bromide). The solvent is C(C)(=O)OCC (ethyl acetate). Product: O([C@H]1[C@H](O)[C@@H](O)[C@@H](O)[C@H](O1)CO)CCCCCCCCC(=O)OC (8-methoxycarbonyloctyl β-D-galactopyranoside). RXN SMILES: [CH3:1][O:2][C:3]([CH2:5][CH2:6][CH2:7][CH2:8][CH2:9][CH2:10][CH2:11][CH2:12][OH:13])=[O:4].C([O:17][C@@H:18]1[C@@H:23]([O:24]C(=O)C)[C@@H:22]([O:28]C(=O)C)[C@@H:21]([CH2:32][O:33]C(=O)C)[O:20][C@@H:19]1Br)(=O)C>C(OCC)(=O)C>[O:13]([CH2:12][CH2:11][CH2:10][CH2:9][CH2:8][CH2:7][CH2:6][CH2:5][C:3]([O:2][CH3:1])=[O:4])[C@@H:19]1[O:20][C@H:21]([CH2:32][OH:33])[C@H:22]([OH:28])[C@H:23]([OH:24])[C@H:18]1[OH:17]. Reported procedure: 8-Methoxycarbonyl-1-octanol (21.4 g, 0.115 mole) and dried mercuric cyanide (30.3 g, 0.119 mole) were dissolved in a 1:1 mixture of dry distilled benzene-nitromethane (850 ml). The solution was stirred and 200 ml of solvent was distilled. Mixed solvent (200 ml) was added and calcium sulfate (40 g) was added followed by 2,3,4,6-tetra-O-acetyl-α-D-galactosyl bromide (38.7 g, 0.094 mole). The mixture was stirred at room temperature for 36 h and then heated at 70° for 2 h. After cooling, the solutio... The reactants are [H-].[Na+] (sodium hydride), C(C)O (ethanol), C1=CC=CC=C1 (benzene), suspension, C1=CC=CC=C1 (benzene), diethyl ester, C1(=C(C=CC=C1)CC(=O)O)CC(=O)O (o-phenylene-diacetic acid). Run in O (water). The product is C(C)OC(=O)C1C(CC2=CC=CC=C12)=O (1-Ethoxycarbonyl-2-Indanone). Reaction SMILES: [H-].[Na+].C1C=CC=CC=1.[CH2:9]([OH:11])[CH3:10].[C:12]1([CH2:22][C:23]([OH:25])=O)[CH:17]=[CH:16][CH:15]=[CH:14][C:13]=1[CH2:18][C:19]([OH:21])=O>O>[CH2:9]([O:11][C:19]([CH:18]1[C:13]2[C:12](=[CH:17][CH:16]=[CH:15][CH:14]=2)[CH2:22][C:23]1=[O:25])=[O:21])[CH3:10] |f:0.1|. Reported procedure: To a stirred mixture of sodium hydride (126 g. of a 57% suspension in nujol), 2000 ml. of benzene and 2 ml. of ethanol heated at its reflux temperature under dry nitrogen is added dropwise the diethyl ester of o-phenylene-diacetic acid (335.6 g.) in 700 ml. of benzene. The mixture is refluxed 1.5 hours, poured into water and extracted with ether. The ether extracts are dried and concentrated to give an oil which is crystallized from ethanol-water to give 220 g. of the title product with m.p. 58°...